This data is from the Open Reaction Database (ORD), a public repository of structured organic reaction records. The task is: describe an organic reaction: reactants, conditions, products, and yield The reactants are FC1=CC=C(C=C1)B(O)O (4-fluorophenylboronic acid), [F-].[Cs+] (caesium fluoride), 2-dicyclohexylphosphine 2-(N,N-dimethylamino)biphenyl, ClC1=CC=C2C(=NN(C2=C1)COCC[Si](C)(C)C)NC(CCC)=O (N-[6-chloro-1-[[2-(trimethylsilyl)-ethoxy]methyl]-1H-indazol-3-yl]butanamide). The reagents and catalysts are C(C)(=O)[O-].[Pd+2].C(C)(=O)[O-] (palladium acetate). Solvent: O1CCOCC1 (dioxane), C(C)(=O)OCC (ethyl acetate). Conditions: temperature 102 celsius. The product is FC1=CC=C(C=C1)C1=CC=C2C(=NN(C2=C1)COCC[Si](C)(C)C)NC(CCC)=O (N-[6-(4-fluorophenyl)-1-[[2-(trimethylsilyl)ethoxy]methyl]-1H-indazol-3-yl]butanamide). Yield: 49.9%. As a reaction SMILES: [F:1][C:2]1[CH:7]=[CH:6][C:5](B(O)O)=[CH:4][CH:3]=1.[F-].[Cs+].Cl[C:14]1[CH:22]=[C:21]2[C:17]([C:18]([NH:31][C:32](=[O:36])[CH2:33][CH2:34][CH3:35])=[N:19][N:20]2[CH2:23][O:24][CH2:25][CH2:26][Si:27]([CH3:30])([CH3:29])[CH3:28])=[CH:16][CH:15]=1>O1CCOCC1.C(OCC)(=O)C.C([O-])(=O)C.[Pd+2].C([O-])(=O)C>[F:1][C:2]1[CH:7]=[CH:6][C:5]([C:14]2[CH:22]=[C:21]3[C:17]([C:18]([NH:31][C:32](=[O:36])[CH2:33][CH2:34][CH3:35])=[N:19][N:20]3[CH2:23][O:24][CH2:25][CH2:26][Si:27]([CH3:30])([CH3:28])[CH3:29])=[CH:16][CH:15]=2)=[CH:4][CH:3]=1 |f:1.2,6.7.8|. Procedure details: 840 mg of 4-fluorophenylboronic acid, 1.24 g of caesium fluoride, 13.5 mg of palladium acetate and finally 31 mg of 2-dicyclohexylphosphine-2-(N,N-dimethylamino)biphenyl are added to 1 g of N-[6-chloro-1-[[2-(trimethylsilyl)-ethoxy]methyl]-1H-indazol-3-yl]butanamide, described in Example 25, in 30 cm3 of dioxane. The mixture is then heated at about 102° C. for 22 hours and is then allowed to return to room temperature. The reaction medium is taken up in 75 cm3 of ethyl acetate, filtered on a sin... Starting materials: CCCC[Si](CC)CC.C=CC1=CC=CC=C1.C=CC1=CC=C(C=C1)C=C.[SiH4] (PS-DES silane), Si-H, COC1=C(C(=O)N2[C@@H](CCC2)CO)C=CC=C1 ((s)-(-)-1-(2-methoxybenzoyl)-2-pyrrolidinemethanol). Run in C(Cl)Cl (DCM). Conditions: time 3 hour. Yields the product alcohol, C1=CC=CC2=CC3=CC=CC=C3C=C12 (anthracene). The yield is 99.3%. RXN SMILES: CCCC[Si](CC)CC.[CH2:10]=[CH:11][C:12]1[CH:17]=[CH:16][CH:15]=[CH:14][CH:13]=1.[CH2:18]=[CH:19][C:20]1C=C[C:23](C=C)=[CH:22][CH:21]=1.[SiH4].COC1C=CC=CC=1C(N1CCC[C@H]1CO)=O>C(Cl)Cl>[CH:16]1[C:17]2[C:12](=[CH:11][C:10]3[C:22]([CH:23]=2)=[CH:21][CH:20]=[CH:19][CH:18]=3)[CH:13]=[CH:14][CH:15]=1 |f:0.1.2.3,^1:4|. Reported procedure: We were able to successfully load representative primary alcohols to silane resin VIIIa and cleave the resins to afford high yields of alcohol products (Scheme 13). In a typical experiment, 200 mg PS-DES-silane resin was combined with a DCM solution of 1.7 mg of Rh2 (pfb)4 in 10 mL round bottle flask under argon. Then 66 mg of (s)-(-)-1-(2-methoxybenzoyl)-2-pyrrolidinemethanol was added at room temperature and the reaction was monitored by IR. After 3 hrs, the reaction was complete (as evidenced...